From a dataset of the Open Reaction Database (ORD), a public repository of structured organic reaction records. describe an organic reaction: reactants, conditions, products, and yield Reactants: CC(C)(C)OC(=O)N(Cc1cccc(C2CCN(C(=O)c3cnc4ccc(Cl)cc4c3)CC2)c1)C(=O)OC(C)(C)C, ClCCl, O=C(O)C(F)(F)F. The product is NCc1cccc(C2CCN(C(=O)c3cnc4ccc(Cl)cc4c3)CC2)c1. Reaction SMILES: [C:1]([O:2][C:3]([N:8]([C:4]([O:5][C:6]([CH3:7])([CH3:9])[CH3:10])=[O:11])[CH2:16][c:17]1[cH:18][c:19]([CH:23]2[CH2:24][CH2:25][N:26]([C:29](=[O:30])[c:31]3[cH:32][n:33][c:34]4[cH:35][cH:36][c:37]([Cl:41])[cH:38][c:39]4[cH:40]3)[CH2:27][CH2:28]2)[cH:20][cH:21][cH:22]1)=[O:12])([CH3:13])([CH3:14])[CH3:15].[CH2:49]([Cl:50])[Cl:51].[OH:42][C:43]([C:44]([F:45])([F:46])[F:47])=[O:48]>>[NH2:8][CH2:16][c:17]1[cH:18][c:19]([CH:23]2[CH2:24][CH2:25][N:26]([C:29](=[O:30])[c:31]3[cH:32][n:33][c:34]4[cH:35][cH:36][c:37]([Cl:41])[cH:38][c:39]4[cH:40]3)[CH2:27][CH2:28]2)[cH:20][cH:21][cH:22]1. Conditions: time 8 hour. Reaction SMILES: [OH-].[Na+].[CH2:3]1[C:13]2[CH2:12][CH2:11][C:10]3[CH:14]=[CH:15][CH:16]=[CH:17][C:9]=3[CH:8]([CH2:18][CH2:19][OH:20])[C:7]=2[CH2:6][CH:5]=[CH:4]1.[CH3:21][C:22]1[CH:27]=[CH:26][C:25]([S:28](Cl)(=[O:30])=[O:29])=[CH:24][CH:23]=1>O.[Cl-].C([N+](CC)(CC)CC)C1C=CC=CC=1.C(Cl)Cl>[CH2:14]1[C:10]2[CH2:11][CH2:12][C:13]3[CH:3]=[CH:4][CH:5]=[CH:6][C:7]=3[CH:8]([CH2:18][CH2:19][O:20][S:28]([C:25]3[CH:26]=[CH:27][C:22]([CH3:21])=[CH:23][CH:24]=3)(=[O:30])=[O:29])[C:9]=2[CH2:17][CH:16]=[CH:15]1 |f:0.1,5.6|. The reagents and catalysts are [Cl-].C(C1=CC=CC=C1)[N+](CC)(CC)CC (benzyltriethylammonium chloride). Run in C(Cl)Cl (methylene chloride), O (water). Reactants: C1C=CCC=2C(C3=C(CCC21)C=CC=C3)CCO (4,5,10,11-tetrahydro-1H-dibenzo[a,d]cycloheptene-5-ethanol), CC1=CC=C(C=C1)S(=O)(=O)Cl (p-toluenesulfochloride), ice water, [OH-].[Na+] (sodium hydroxide). The product is C1C=CCC=2C(C3=C(CCC21)C=CC=C3)CCOS(=O)(=O)C3=CC=C(C=C3)C (2-(4,5,10,11-tetrahydro-1H-dibenzo[a,d]cyclohepten-5-yl)ethyl-p-toluenesulfonate). Reported procedure: A solution of 664 g of sodium hydroxide in 996 ml of water is added to a solution, stirred at room temperature, of 87.5 g of crude 4,5,10,11-tetrahydro-1H-dibenzo[a,d]cycloheptene-5-ethanol, 103.7 g of p-toluenesulfochloride and 7.2 g of benzyltriethylammonium chloride in 1440 ml of methylene chloride and the mixture is stirred at room temperature overnight. The mixture is treated with 2 l of ice-water and extracted with 3 l of methylene chloride. The organic extracts are washed neutral with wat... Procedure details: 25 mmol of 4,4"-terphenyldicarboxylic acid (obtainable by reaction of dibromoterphenyl with CuCN in NMP and hydrolysis of the dinitrile with KOH in diethylene glycol), 7.9 g of (S)-3,7-dimethyloctanol and 0.12 g of DMAP are taken in 40 ml of toluene. A solution of 9.9 g of DCC in 15 ml of toluene is added dropwise at room temperature, with stirring, the mixture is stirred overnight and chromatographed with toluene on silica gel and the product is recrystallized to give 4,4"-bis-(3,7-dimethylocty... Run in C1(=CC=CC=C1)C (toluene), C1(=CC=CC=C1)C (toluene), C(COCCO)O (diethylene glycol). As a reaction SMILES: C1([C:10]2[C:11]([C:16]3[CH:21]=[CH:20][C:19]([C:22]([OH:24])=[O:23])=[CH:18][CH:17]=3)=[CH:12][CH:13]=[CH:14][CH:15]=2)C=CC(C(O)=O)=CC=1.BrC1C(Br)=C(C2[C:33]([C:38]3[CH:43]=CC=[CH:40][CH:39]=3)=[CH:34][CH:35]=[CH:36][CH:37]=2)C=CC=1.[C:45]([Cu])#N.[OH-].[K+].[CH3:50][C@@H:51]([CH2:55][CH2:56][CH2:57][CH:58]([CH3:60])[CH3:59])[CH2:52][CH2:53][OH:54].C1CCC(N=C=N[CH:70]2[CH2:75][CH2:74][CH2:73][CH2:72][CH2:71]2)CC1.CN1[C:81](=[O:82])CCC1>C(O)COCCO.CN(C1C=CN=CC=1)C.C1(C)C=CC=CC=1>[CH3:43][CH:38]([CH2:33][CH2:34][CH2:35][CH:36]([CH3:37])[CH3:45])[CH2:39][CH2:40][O:24][C:22]([C:19]1[CH:20]=[CH:21][C:16]([C:11]2[CH:10]=[CH:15][C:14]([C:73]3[CH:72]=[CH:71][C:70]([C:81]([O:54][CH2:53][CH2:52][CH:51]([CH3:50])[CH2:55][CH2:56][CH2:57][CH:58]([CH3:60])[CH3:59])=[O:82])=[CH:75][CH:74]=3)=[CH:13][CH:12]=2)=[CH:17][CH:18]=1)=[O:23] |f:3.4|. Reactants: C1CCC(CC1)N=C=NC2CCCCC2 (DCC), C(#N)[Cu] (CuCN), dinitrile, [OH-].[K+] (KOH), C[C@H](CCO)CCCC(C)C ((S)-3,7-dimethyloctanol), CN1CCCC1=O (NMP), C1(=CC=C(C=C1)C(=O)O)C=1C(=CC=CC1)C1=CC=C(C=C1)C(=O)O (4,4"-terphenyldicarboxylic acid), BrC=1C(=C(C=CC1)C=1C(=CC=CC1)C1=CC=CC=C1)Br (dibromoterphenyl). The reagents and catalysts are CN(C)C=1C=CN=CC1 (DMAP). The product is CC(CCOC(=O)C1=CC=C(C=C1)C1=CC=C(C=C1)C1=CC=C(C=C1)C(=O)OCCC(CCCC(C)C)C)CCCC(C)C (4,4"-bis-(3,7-dimethyloctyloxycarbonyl)-p-terphenyl). Yields the product Cc1nc(N)ncc1-c1nc(N2CCOCC2)c2nc(NCCN(C)C)n(CC3CC3)c2n1. RXN SMILES: [CH3:1][N:2]([CH2:3][CH2:4][NH2:5])[CH3:6].[CH3:35][S:36](=[O:37])[CH3:38].[Cl:7][c:8]1[n:9]([CH2:31][CH:32]2[CH2:33][CH2:34]2)[c:10]2[n:11][c:12](-[c:23]3[c:24]([CH3:30])[n:25][c:26]([NH2:29])[n:27][cH:28]3)[n:13][c:14]([N:17]3[CH2:18][CH2:19][O:20][CH2:21][CH2:22]3)[c:15]2[n:16]1>>[CH3:1][N:2]([CH2:3][CH2:4][NH:5][c:8]1[n:9]([CH2:31][CH:32]2[CH2:33][CH2:34]2)[c:10]2[n:11][c:12](-[c:23]3[c:24]([CH3:30])[n:25][c:26]([NH2:29])[n:27][cH:28]3)[n:13][c:14]([N:17]3[CH2:18][CH2:19][O:20][CH2:21][CH2:22]3)[c:15]2[n:16]1)[CH3:6]. The reactants are CN(C)CCN, CS(C)=O, Cc1nc(N)ncc1-c1nc(N2CCOCC2)c2nc(Cl)n(CC3CC3)c2n1. The reactants are C(=O)(Cl)Cl (phosgene), C(CCCCC)C1=NN=C(S1)N (5-hexyl-2-amino-1,3,4-thiadiazole). Solvent: C(C)(=O)OCC (ethyl acetate), C(C)(=O)OCC (ethyl acetate). Conditions: time 16 hour. The product is C(CCCCC)C1=NN=C(S1)N=C=O (5-hexyl-1,3,4-thiadiazol-2-yl isocyanate). RXN SMILES: [C:1](Cl)(Cl)=[O:2].[CH2:5]([C:11]1[S:15][C:14]([NH2:16])=[N:13][N:12]=1)[CH2:6][CH2:7][CH2:8][CH2:9][CH3:10]>C(OCC)(=O)C>[CH2:5]([C:11]1[S:15][C:14]([N:16]=[C:1]=[O:2])=[N:13][N:12]=1)[CH2:6][CH2:7][CH2:8][CH2:9][CH3:10]. Procedure details: A saturated solution of phosgene in ethyl acetate (100 ml) is charged into a glass reaction vessel equipped with a mechanical stirrer. A slurry of 5-hexyl-2-amino-1,3,4-thiadiazole (40 grams) in ethyl acetate (300 ml) is added to the reaction vessel and the resulting mixture is stirred for a period of about 16 hours, resulting in the formation of a precipitate. The reaction mixture is then purged with nitrogen gas to remove unreacted phosgene. The purged mixture is then filtered to recover the p... Starting materials: NC1=C(C=C(C=C1)OCC#C)C(=O)C1=CC=C(C=C1)C(C)C ((2-amino-5-propargyloxy-phenyl)-(4-isopropyl-phenyl)-methanone), COCCOC1=NC=CC=C1CO ([2-(2-methoxy-ethoxy)-pyridin-3-yl]-methanol), CCN(C(C)C)C(C)C (Hünig's base), S(=O)(=O)(C)Cl (mesyl chloride). As a reaction SMILES: [CH3:1][O:2][CH2:3][CH2:4][O:5][C:6]1[C:11]([CH2:12]O)=[CH:10][CH:9]=[CH:8][N:7]=1.CCN(C(C)C)C(C)C.S(Cl)(C)(=O)=O.[NH2:28][C:29]1[CH:34]=[CH:33][C:32]([O:35][CH2:36][C:37]#[CH:38])=[CH:31][C:30]=1[C:39]([C:41]1[CH:46]=[CH:45][C:44]([CH:47]([CH3:49])[CH3:48])=[CH:43][CH:42]=1)=[O:40]>O1CCOCC1>[CH:47]([C:44]1[CH:43]=[CH:42][C:41]([C:39]([C:30]2[CH:31]=[C:32]([O:35][CH2:36][C:37]#[CH:38])[CH:33]=[CH:34][C:29]=2[NH:28][CH2:12][C:11]2[C:6]([O:5][CH2:4][CH2:3][O:2][CH3:1])=[N:7][CH:8]=[CH:9][CH:10]=2)=[O:40])=[CH:46][CH:45]=1)([CH3:49])[CH3:48]. Procedure: To a solution of 400 mg (2.18 mmol) [2-(2-methoxy-ethoxy)-pyridin-3-yl]-methanol in 4 ml dioxane at r.t. is added 1.12 ml (6.55 mmol) Hünig's base followed by 170 μl (2.18 mmol) mesyl chloride and the mixture is stirred for 5 min. 641 mg (2.18 mmol) (2-amino-5-propargyloxy-phenyl)-(4-isopropyl-phenyl)-methanone is added to this mixture with the addition of 1 ml of dioxane. The reaction mixture is then heated to 100° C. and stirred overnight. The mixture is partitioned between ether/water and the... Product: C(C)(C)C1=CC=C(C=C1)C(=O)C1=C(C=CC(=C1)OCC#C)NCC=1C(=NC=CC1)OCCOC ((4-isopropyl-phenyl)-(2-{[2-(2-methoxy-ethoxy)-pyridin-3-ylmethyl]-amino}-5-prop-2-ynyloxy-phenyl)-methanone). Solvent: O1CCOCC1 (dioxane), O1CCOCC1 (dioxane). Run at temperature 100 celsius, time 5 minute. Reactants: COC(=O)c1ccccc1S(=O)(=O)N=C=O, CSc1nnc(N)c(=O)n1C, C1COCCO1. Product: COC(=O)c1ccccc1S(=O)(=O)NC(=O)Nc1nnc(SC)n(C)c1=O. As a reaction SMILES: [CH3:12][O:13][C:14](=[O:15])[c:16]1[c:17]([S:22](=[O:23])(=[O:24])[N:25]=[C:26]=[O:27])[cH:18][cH:19][cH:20][cH:21]1.[NH2:1][c:2]1[c:3](=[O:11])[n:4]([CH3:10])[c:5]([S:8][CH3:9])[n:6][n:7]1.[O:28]1[CH2:29][CH2:30][O:31][CH2:32][CH2:33]1>>[NH:1]([c:2]1[c:3](=[O:11])[n:4]([CH3:10])[c:5]([S:8][CH3:9])[n:6][n:7]1)[C:26]([NH:25][S:22]([c:17]1[c:16]([C:14]([O:13][CH3:12])=[O:15])[cH:21][cH:20][cH:19][cH:18]1)(=[O:23])=[O:24])=[O:27].